Dataset: the Open Reaction Database (ORD), a public repository of structured organic reaction records. Task: describe an organic reaction: reactants, conditions, products, and yield The product is CCOC(=O)C(C)(C)Oc1ccc(CN(C)c2ccc(Cl)cc2)cc1. Reactants: C=O, O=CO, CCOC(=O)C(C)(C)Oc1ccc(CNc2ccc(Cl)cc2)cc1. Reaction SMILES: [CH2:25]=[O:26].[CH:27]([OH:28])=[O:29].[Cl:1][c:2]1[cH:3][cH:4][c:5]([NH:6][CH2:7][c:8]2[cH:9][cH:10][c:11]([O:12][C:13]([C:14](=[O:15])[O:16][CH2:17][CH3:18])([CH3:19])[CH3:20])[cH:21][cH:22]2)[cH:23][cH:24]1>>[Cl:1][c:2]1[cH:3][cH:4][c:5]([N:6]([CH2:7][c:8]2[cH:9][cH:10][c:11]([O:12][C:13]([C:14](=[O:15])[O:16][CH2:17][CH3:18])([CH3:19])[CH3:20])[cH:21][cH:22]2)[CH3:25])[cH:23][cH:24]1.